Dataset: the Open Reaction Database (ORD), a public repository of structured organic reaction records. Task: describe an organic reaction: reactants, conditions, products, and yield Reactants: [OH-].[Na+] (sodium hydroxide), Cl (hydrochloric acid), C(CCC)OCCOC1=CC=C(C=C1)C=1C=CC2=C(C=C(CCN2CC=C(C)C)C(=O)OC)C1 (methyl 7-[4-(2-butoxyethoxy)phenyl]-1-(3-methyl-2-butenyl)-2,3-dihydro-1-benzazepine-4-carboxylate). Solvent: C1CCOC1 (THF), CO (methanol). Conditions: time 24 hour. Yields the product C(CCC)OCCOC1=CC=C(C=C1)C=1C=CC2=C(C=C(CCN2CC=C(C)C)C(=O)O)C1 (7-[4-(2-butoxyethoxy)phenyl]-1-(3-methyl-2-butenyl)-2,3-dihydro-1-benzazepine-4-carboxylic acid). Yield: 67.8%. As a reaction SMILES: [CH2:1]([O:5][CH2:6][CH2:7][O:8][C:9]1[CH:14]=[CH:13][C:12]([C:15]2[CH:16]=[CH:17][C:18]3[N:24]([CH2:25][CH:26]=[C:27]([CH3:29])[CH3:28])[CH2:23][CH2:22][C:21]([C:30]([O:32]C)=[O:31])=[CH:20][C:19]=3[CH:34]=2)=[CH:11][CH:10]=1)[CH2:2][CH2:3][CH3:4].[OH-].[Na+].Cl>C1COCC1.CO>[CH2:1]([O:5][CH2:6][CH2:7][O:8][C:9]1[CH:10]=[CH:11][C:12]([C:15]2[CH:16]=[CH:17][C:18]3[N:24]([CH2:25][CH:26]=[C:27]([CH3:29])[CH3:28])[CH2:23][CH2:22][C:21]([C:30]([OH:32])=[O:31])=[CH:20][C:19]=3[CH:34]=2)=[CH:13][CH:14]=1)[CH2:2][CH2:3][CH3:4] |f:1.2|. Procedure: In THF (14.0 ml)/methanol (14.0 ml) was dissolved methyl 7-[4-(2-butoxyethoxy)phenyl]-1-(3-methyl-2-butenyl)-2,3-dihydro-1-benzazepine-4-carboxylate (0.70 g). To the solution was added 1N sodium hydroxide (7.0 ml), and the mixture was stirred at room temperature for 24 hours. pH was adjusted to approximate 4 with 1N hydrochloric acid, and the solvent was concentrated to half under reduced pressure. The concentrated material was extracted with ethyl acetate, and the extract was washed with satura... Starting materials: CCOC(=O)CBr, CCOP(=O)(CNCc1ccccc1)OCC, CC#N, CCN(C(C)C)C(C)C. Yields the product CCOC(=O)CN(Cc1ccccc1)CP(=O)(OCC)OCC. RXN SMILES: [Br:27][CH2:28][C:29](=[O:30])[O:31][CH2:32][CH3:33].[CH2:1]([c:2]1[cH:3][cH:4][cH:5][cH:6][cH:7]1)[NH:8][CH2:9][P:10]([O:11][CH2:12][CH3:13])([O:14][CH2:15][CH3:16])=[O:17].[CH3:34][C:35]#[N:36].[CH:18]([N:19]([CH2:20][CH3:21])[CH:22]([CH3:23])[CH3:24])([CH3:25])[CH3:26]>>[CH2:1]([c:2]1[cH:3][cH:4][cH:5][cH:6][cH:7]1)[N:8]([CH2:9][P:10]([O:11][CH2:12][CH3:13])([O:14][CH2:15][CH3:16])=[O:17])[CH2:28][C:29](=[O:30])[O:31][CH2:32][CH3:33]. Reactants: [Cl-].[NH4+] (ammonium chloride), O1CCOCCOCCOCCOCCOCC1 (1,4,7,10,13,16-hexaoxacyclooctadecane), [OH-].[K+] (potassium hydroxide), BrCCC(=O)NC1=CC=C(C=C1)C(F)(F)F (3-Bromo-N-[4-(trifluoromethyl)phenyl]propanamide). Solvent: ClCCl (dichloromethane). Reaction conditions: time 8 hour. Yields the product FC(C1=CC=C(C=C1)N1C(CC1)=O)(F)F (1-[4-(Trifluoromethyl)phenyl]azetidin-2-one). Reaction SMILES: Br[CH2:2][CH2:3][C:4]([NH:6][C:7]1[CH:12]=[CH:11][C:10]([C:13]([F:16])([F:15])[F:14])=[CH:9][CH:8]=1)=[O:5].O1CCOCCOCCOCCOCCOCC1.[OH-].[K+].[Cl-].[NH4+]>ClCCl>[F:14][C:13]([F:16])([F:15])[C:10]1[CH:11]=[CH:12][C:7]([N:6]2[CH2:2][CH2:3][C:4]2=[O:5])=[CH:8][CH:9]=1 |f:2.3,4.5|. Procedure details: 20.30 g of 3-bromo-N-[4-(trifluoromethyl)phenyl]propanamide (Example 153A, 66.16 mmol, 1 equivalent) were initially charged in 161 ml of dichloromethane, 18.54 g of 1,4,7,10,13,16-hexaoxacyclooctadecane (18-crown-6, 70.13 mmol, 1.06 equivalents) and 3.86 g of potassium hydroxide (68.81 mmol, 1.04 equivalents) were added and the mixture was stirred at RT overnight. Saturated aqueous ammonium chloride solution was added and the mixture was extracted three times with ethyl acetate. The combined org... The product is C=O.C1(=CC=CC=C1)O (phenol-formaldehyde). Reactants: mixed aqueous solutions, Cl (hydrochloric acid), C=O (formaldehyde), Cl.C=O (HCl formaldehyde), Cl.C=O (HCl formaldehyde), mixed aqueous solution, C1(=CC=CC=C1)O (phenol), NC(=O)N (urea), C=O (formaldehyde). Reaction conditions: temperature 98 celsius. Procedure details: One thousand grams of mixed aqueous solutions containing 18% by weight of hydrochloric acid and 8% by weight of formaldehyde and heated respectively to 30°, 60°, 80° and 98° C. were prepared respectively in four 2-liter separable flasks. Then, 100 g of a mixed aqueous solution containing 20% by weight of phenol, 15% by weight of urea and 24% by weight of formaldehyde was added dropwise to each of the HCl-formaldehyde aqueous solutions over 30 seconds through a dropping funnel fitted to each sepa... RXN SMILES: Cl.C=O.[C:4]1([OH:10])[CH:9]=[CH:8][CH:7]=[CH:6][CH:5]=1.NC(N)=O.Cl.C=O>>[CH2:4]=[O:10].[C:4]1([OH:10])[CH:9]=[CH:8][CH:7]=[CH:6][CH:5]=1 |f:4.5,6.7|. Solvent: four. The reactants are FC1=CC=C(C(=O)N2C(SCC2)C(=O)OCC)C=C1 (Ethyl 3-(4-fluorobenzoyl)thiazolidinecarboxylate), [OH-].[K+] (KOH), P(O)(O)(O)=O (phosphoric acid). Solvent: O (water), O (water). Run at temperature 50 celsius. The product is FC1=CC=C(C(=O)N2C(SCC2)C(=O)O)C=C1 (3-(4-Fluorobenzoyl)thiazolidinecarboxylic acid). As a reaction SMILES: [F:1][C:2]1[CH:19]=[CH:18][C:5]([C:6]([N:8]2[CH2:12][CH2:11][S:10][CH:9]2[C:13]([O:15]CC)=[O:14])=[O:7])=[CH:4][CH:3]=1.[OH-].[K+].P(=O)(O)(O)O>O>[F:1][C:2]1[CH:3]=[CH:4][C:5]([C:6]([N:8]2[CH2:12][CH2:11][S:10][CH:9]2[C:13]([OH:15])=[O:14])=[O:7])=[CH:18][CH:19]=1 |f:1.2|. Procedure: Ethyl 3-(4-fluorobenzoyl)thiazolidinecarboxylate (28.33 g, 0.1 mol) is suspended in ethanolic KOH (5% strength, 165 ml, 0.15 mol) and the mixture is subsequently heated at 50° C. (IT) for 2 h. The cooled solution is acidified (pH 2-3) with water (100 ml) and dil. phosphoric acid (8%, 150 ml). Precipitated salts are brought into solution again by addition of water (150 ml). This aqueous solution is extracted with diethyl ether (500 ml), the ethereal extracts are washed with sat. NaCl solution (10...